This data is from the Open Reaction Database (ORD), a public repository of structured organic reaction records. The task is: describe an organic reaction: reactants, conditions, products, and yield Reactants: N1C=NC2=C1C=CC(=C2)C(=O)O (1H-benzo[d]imidazole-5-carboxylic acid), CC1(C2CCC1(C(=O)C2)CS(=O)(=O)O)C (CSA). Solvent: C1CCOC1 (THF), O1CCCC=C1 (3,4-dihydro-2H-pyran). The product is O1C(CCCC1)N1C=NC2=C1C=CC(=C2)C(=O)O (1-(tetrahydro-2H-pyran-2-yl)-1H-benzo[d]imidazole-5-carboxylic acid). The yield is 1414.9%. Reaction SMILES: [NH:1]1[C:5]2[CH:6]=[CH:7][C:8]([C:10]([OH:12])=[O:11])=[CH:9][C:4]=2[N:3]=[CH:2]1.C[C:14]1(C)[C:18]2(CS(O)(=O)=O)[C:19](C[CH:15]1[CH2:16]C2)=[O:20]>C1COCC1.O1C=CCCC1>[O:20]1[CH2:19][CH2:18][CH2:14][CH2:15][CH:16]1[N:1]1[C:5]2[CH:6]=[CH:7][C:8]([C:10]([OH:12])=[O:11])=[CH:9][C:4]=2[N:3]=[CH:2]1. Procedure: To a solution of 1H-benzo[d]imidazole-5-carboxylic acid (1.62 g, 10 mmol) in THF (20 mL), 3,4-dihydro-2H-pyran (2 mL) and CSA (100 mg) were added. The mixture was heated at reflux for 24 h under argon. Removal of solvent followed by SiO2 chromatography afforded 1-(tetrahydro-2H-pyran-2-yl)-1H-benzo[d]imidazole-5-carboxylic acid as a light red solid (1.5 g, 60% yield). The reactants are C(=O)C(CCCC)NC([C@@H](NC(C)=O)CC(C)C)=O (N-acetyl-L-leucine-(1-formyl)pentylamide), C(CS)S (1,2-ethanedithiol), B(F)(F)F.CCOCC (boron trifluoride ethyl etherate). Run in C(Cl)Cl (methylene chloride). Yields the product S1C(SCC1)C(CCCC)NC([C@@H](NC(C)=O)CC(C)C)=O (N-Acetyl-L-leucine-[1-(1,3-dithiolan-2-yl)]pentylamide). Yield: 73.7%. Reaction SMILES: [CH:1]([CH:3]([NH:8][C:9](=[O:19])[C@H:10]([CH2:15][CH:16]([CH3:18])[CH3:17])[NH:11][C:12](=[O:14])[CH3:13])[CH2:4][CH2:5][CH2:6][CH3:7])=O.[CH2:20]([SH:23])[CH2:21][SH:22].B(F)(F)F.CCOCC>C(Cl)Cl>[S:22]1[CH2:21][CH2:20][S:23][CH:1]1[CH:3]([NH:8][C:9](=[O:19])[C@H:10]([CH2:15][CH:16]([CH3:18])[CH3:17])[NH:11][C:12](=[O:14])[CH3:13])[CH2:4][CH2:5][CH2:6][CH3:7] |f:2.3|. Procedure: In 20 ml of methylene chloride was dissolved 1.8 g of N-acetyl-L-leucine-(1-formyl)pentylamide obtained in the same manner as in Example 16-(c), and 700 mg of 1,2-ethanedithiol and 1.5 ml of boron trifluoride ethyl etherate were added thereto. The mixture was allowed to react at room temperature for 12 hours. After completion of the reaction, the solvent was removed by distillation under reduced pressure, and the residue was purified by medium-pressure column chromatography on silica gel to obta... Reactants: CCO, CCOC(=O)C=C(C)c1ccncc1, [H][H]. Product: CCOC(=O)CC(C)c1ccncc1. Reaction SMILES: [CH3:17][CH2:18][OH:19].[CH3:1][C:2](=[CH:3][C:4](=[O:5])[O:6][CH2:7][CH3:8])[c:9]1[cH:10][cH:11][n:12][cH:13][cH:14]1.[H:15][H:16]>>[CH3:1][CH:2]([CH2:3][C:4](=[O:5])[O:6][CH2:7][CH3:8])[c:9]1[cH:10][cH:11][n:12][cH:13][cH:14]1. The reactants are O (Water), BrC1=C(C=CC=2CCCCC12)COC1OCCCC1 (2-((1-Bromo-5,6,7,8-tetrahydronaphthalen-2-yl)methoxy)-tetrahydro-2H-pyran), C1=CC=C(C=C1)S(=O)(=O)N(F)S(=O)(=O)C2=CC=CC=C2 (N-Fluorobenzene sulfonimide), [Li]CCCC (n-BuLi). The solvent is C1CCOC1 (THF). Run at temperature 23 celsius, time 1 hour. Product: FC1=C(C=CC=2CCCCC12)COC1OCCCC1 (2-((1-Fluoro-5,6,7,8-tetrahydronaphthalen-2-yl)methoxy)-tetrahydro-2H-pyran). Reaction SMILES: Br[C:2]1[C:11]2[CH2:10][CH2:9][CH2:8][CH2:7][C:6]=2[CH:5]=[CH:4][C:3]=1[CH2:12][O:13][CH:14]1[CH2:19][CH2:18][CH2:17][CH2:16][O:15]1.[Li]CCCC.C1C=CC(S(N(S(C2C=CC=CC=2)(=O)=O)[F:35])(=O)=O)=CC=1.O>C1COCC1>[F:35][C:2]1[C:11]2[CH2:10][CH2:9][CH2:8][CH2:7][C:6]=2[CH:5]=[CH:4][C:3]=1[CH2:12][O:13][CH:14]1[CH2:19][CH2:18][CH2:17][CH2:16][O:15]1. Procedure: To stirring solution of bromide 47.5 (1.0 g, 3.1 mmol) in THF at −78° C. is added n-BuLi (1.6 M, 2.11 mL, 3.4 mmol), and stirring is continued for 1 hour. N-Fluorobenzene sulfonimide (3.7 mmol) is added and the mixture is allowed to warm to 23° C. Water is added to quench the reaction. The aqueous layer is extracted with EtOAc (3×100 mL), and the organic layer is dried over MgSO4 and concentrated in vacuo. The residue is purified by column chromatography (silica, EtOAc/Hexane), to afford fluorid... The reactants are CC=1C(OC[C@@H](N1)C1=CC=CC=C1)=O ((5S)-3-methyl-5-phenyl-5,6-dihydro-2H-1,4-oxazin-2-one). Reagents/catalysts: O=[Pt]=O (PtO2). Solvent: ClCCl (dichloromethane). Run at time 5 hour. Product: C[C@@H]1C(OC[C@@H](N1)C1=CC=CC=C1)=O ((3R,5S)-3-Methyl-5-phenyl-3,4,5,6-tetrahydro-2H-1,4-oxazin-2-one). Isolated yield 73.2%. As a reaction SMILES: [CH3:1][C:2]1[C:3](=[O:14])[O:4][CH2:5][C@H:6]([C:8]2[CH:13]=[CH:12][CH:11]=[CH:10][CH:9]=2)[N:7]=1>ClCCl.O=[Pt]=O>[CH3:1][C@H:2]1[NH:7][C@@H:6]([C:8]2[CH:13]=[CH:12][CH:11]=[CH:10][CH:9]=2)[CH2:5][O:4][C:3]1=[O:14]. Procedure: To a solution of (5S)-3-methyl-5-phenyl-5,6-dihydro-2H-1,4-oxazin-2-one (35) (1.70 g, 9.0 mmol, 1.0 equiv.) in anhydrous dichloromethane (60 mL) under an atmosphere of nitrogen was added PtO2 (170 mg, 0.1 equiv.). The mixture was consecutively degassed and purged three times with hydrogen and then stirred for 5 hours under an atmosphere of hydrogen. Filtration through a short pad of CELITE® diatomaceous earth and removal of solvent from the filtrate in vacuo yielded the crude product which was p... Starting materials: C(C)N1C[C@H](CC1)C(=O)NCC1=C(C=CC(=C1)F)S(=O)(=O)NC1=CC=C2C3C(COC2=C1C(=O)OC)C3 (Methyl (1aRS,7bSR)-5-(2-{[((S)-1-ethylpyrrolidine-3-carbonyl)amino]methyl}-4-fluoro-benzenesulfonylamino)-1,1a,2,7b-tetrahydrocyclopropa[c]chromene-4-carboxylate), O (water), C(C)N1C[C@H](CC1)C(=O)NCC1=C(C=CC(=C1)F)S(=O)(=O)NC1=CC=C2C3C(COC2=C1C(=O)OC)C3 (Methyl (1aRS,7bSR)-5-(2-{[((S)-1-ethylpyrrolidine-3-carbonyl)amino]methyl}-4-fluoro-benzenesulfonylamino)-1,1a,2,7b-tetrahydrocyclopropa[c]chromene-4-carboxylate), O.[OH-].[Li+] (lithium hydroxide monohydrate). The solvent is O1CCOCC1 (dioxane). Reaction conditions: temperature 100 celsius. The product is C(C)N1C[C@H](CC1)C(=O)NCC1=C(C=CC(=C1)F)S(=O)(=O)NC1=CC=C2C3C(COC2=C1C(=O)O)C3 ((1aRS,7bSR)-5-(2-{[((S)-1-ethylpyrrolidine-3-carbonyl)amino]methyl}-4-fluorobenzenesulfonylamino)-1,1a,2,7b-tetrahydrocyclopropa[c]chromene-4-carboxylic acid). The yield is 49.7%. RXN SMILES: [CH2:1]([N:3]1[CH2:7][CH2:6][C@H:5]([C:8]([NH:10][CH2:11][C:12]2[CH:17]=[C:16]([F:18])[CH:15]=[CH:14][C:13]=2[S:19]([NH:22][C:23]2[C:32]([C:33]([O:35]C)=[O:34])=[C:31]3[C:26]([CH:27]4[CH2:37][CH:28]4[CH2:29][O:30]3)=[CH:25][CH:24]=2)(=[O:21])=[O:20])=[O:9])[CH2:4]1)[CH3:2].O.[OH-].[Li+].O>O1CCOCC1>[CH2:1]([N:3]1[CH2:7][CH2:6][C@H:5]([C:8]([NH:10][CH2:11][C:12]2[CH:17]=[C:16]([F:18])[CH:15]=[CH:14][C:13]=2[S:19]([NH:22][C:23]2[C:32]([C:33]([OH:35])=[O:34])=[C:31]3[C:26]([CH:27]4[CH2:37][CH:28]4[CH2:29][O:30]3)=[CH:25][CH:24]=2)(=[O:20])=[O:21])=[O:9])[CH2:4]1)[CH3:2] |f:1.2.3|. Reported procedure: Methyl (1aRS,7bSR)-5-(2-{[((S)-1-ethylpyrrolidine-3-carbonyl)amino]methyl}-4-fluoro-benzenesulfonylamino)-1,1a,2,7b-tetrahydrocyclopropa[c]chromene-4-carboxylate (Intermediate 188, 0.190 g) and lithium hydroxide monohydrate (0.150 g) were suspended in dioxane (5 mL) and water (5 mL) and the mixture was stirred and heated at 100° C. for 18.5 hours. After cooling, the volatiles were removed in vacuo and the residue was acidified by addition of aqueous citric acid solution (10%) and extracted with ... Reactants: COC(=O)C1=Cc2cc(Br)ccc2N(c2ccccc2)CC1, CNC, CO, O=S(=O)(O)Cl, ClCCl. The product is COC(=O)C1=Cc2cc(Br)ccc2N(c2ccc(S(=O)(=O)N(C)C)cc2)CC1. Reaction SMILES: [Br:1][c:2]1[cH:3][cH:4][c:5]2[c:6]([cH:22]1)[CH:7]=[C:8]([C:18](=[O:19])[O:20][CH3:21])[CH2:9][CH2:10][N:11]2[c:12]1[cH:13][cH:14][cH:15][cH:16][cH:17]1.[CH3:28][NH:29][CH3:30].[CH3:34][OH:35].[Cl:23][S:24](=[O:25])(=[O:26])[OH:27].[Cl:31][CH2:32][Cl:33]>>[Br:1][c:2]1[cH:3][cH:4][c:5]2[c:6]([cH:22]1)[CH:7]=[C:8]([C:18](=[O:19])[O:20][CH3:21])[CH2:9][CH2:10][N:11]2[c:12]1[cH:13][cH:14][c:15]([S:24](=[O:25])(=[O:27])[N:29]([CH3:28])[CH3:30])[cH:16][cH:17]1. Reactants: bis(triphenylphosphine)PdCl2, COCCOCCOCC#C (3-[2-(2-methoxy-ethoxy)-ethoxy]-propyne), ClC=1C=NC=C(C1CC1=NN=CC2=C(C(=CC=C12)OC)OS(=O)(=O)C(F)(F)F)Cl (trifluoro-methanesulfonic acid 1-(3,5-dichloro-pyridin-4-ylmethyl)-6-methoxy-phthalazin-5-yl ester), C(C)NCC (diethylamine). Reagents/catalysts: [Cu]I (CuI). Run in C(C)OCC (ethyl ether). Product: ClC=1C=NC=C(C1CC1=NN=CC2=C(C(=CC=C12)OC)C#CCOCCOCCOC)Cl (1-(3,5-Dichloro-pyridin-4-ylmethyl)-6-methoxy-5-{3-[2-(2-methoxy-ethoxy)-ethoxy]-prop-1-ynyl}-phthalazine). The yield is 46.2%. RXN SMILES: [CH3:1][O:2][CH2:3][CH2:4][O:5][CH2:6][CH2:7][O:8][CH2:9][C:10]#[CH:11].[Cl:12][C:13]1[CH:14]=[N:15][CH:16]=[C:17]([Cl:40])[C:18]=1[CH2:19][C:20]1[C:29]2[C:24](=[C:25](OS(C(F)(F)F)(=O)=O)[C:26]([O:30][CH3:31])=[CH:27][CH:28]=2)[CH:23]=[N:22][N:21]=1.C(NCC)C>C(OCC)C.[Cu]I>[Cl:12][C:13]1[CH:14]=[N:15][CH:16]=[C:17]([Cl:40])[C:18]=1[CH2:19][C:20]1[C:29]2[C:24](=[C:25]([C:11]#[C:10][CH2:9][O:8][CH2:7][CH2:6][O:5][CH2:4][CH2:3][O:2][CH3:1])[C:26]([O:30][CH3:31])=[CH:27][CH:28]=2)[CH:23]=[N:22][N:21]=1. Reported procedure: A suspension under N2 of 3-[2-(2-methoxy-ethoxy)-ethoxy]-propyne (810 mg, 5.12 mmoles), prepared as described in example 133, trifluoro-methanesulfonic acid 1-(3,5-dichloro-pyridin-4-ylmethyl)-6-methoxy-phthalazin-5-yl ester (2 g, 4.27 mmoles), prepared as described in example 73, and diethylamine (40 ml) was added under stirring with bis(triphenylphosphine)PdCl2 (60 mg, 0.085 mmole) and CuI (16.18 mg, 0.085 mmole). The mixture was refluxed for 6 hours, then dried. The residue was flash chromato... Reactants: CC(C)=C(Cl)N(C)C, ClCCl, COCCCN1CCOc2ccc(COC3CN(C(=O)OCc4ccccc4)CCC3c3ccc(CO)cc3)cc21. Product: COCCCN1CCOc2ccc(COC3CN(C(=O)OCc4ccccc4)CCC3c3ccc(CCl)cc3)cc21. RXN SMILES: [Cl:42][C:43]([N:44]([CH3:45])[CH3:46])=[C:47]([CH3:48])[CH3:49].[Cl:50][CH2:51][Cl:52].[OH:1][CH2:2][c:3]1[cH:4][cH:5][c:6]([CH:9]2[CH:10]([O:25][CH2:26][c:27]3[cH:28][cH:29][c:30]4[c:31]([cH:41]3)[N:32]([CH2:36][CH2:37][CH2:38][O:39][CH3:40])[CH2:33][CH2:34][O:35]4)[CH2:11][N:12]([C:15](=[O:16])[O:17][CH2:18][c:19]3[cH:20][cH:21][cH:22][cH:23][cH:24]3)[CH2:13][CH2:14]2)[cH:7][cH:8]1>>[CH2:2]([c:3]1[cH:4][cH:5][c:6]([CH:9]2[CH:10]([O:25][CH2:26][c:27]3[cH:28][cH:29][c:30]4[c:31]([cH:41]3)[N:32]([CH2:36][CH2:37][CH2:38][O:39][CH3:40])[CH2:33][CH2:34][O:35]4)[CH2:11][N:12]([C:15](=[O:16])[O:17][CH2:18][c:19]3[cH:20][cH:21][cH:22][cH:23][cH:24]3)[CH2:13][CH2:14]2)[cH:7][cH:8]1)[Cl:42]. Reactants: CC(=O)OC(C)=O, COc1ccc(CC(C)N)cc1, c1ccncc1. The product is COc1ccc(CC(C)NC(C)=O)cc1. As a reaction SMILES: [CH3:13][C:14](=[O:15])[O:16][C:17](=[O:18])[CH3:19].[CH3:1][O:2][c:3]1[cH:4][cH:5][c:6]([CH2:9][CH:10]([CH3:11])[NH2:12])[cH:7][cH:8]1.[cH:20]1[cH:21][cH:22][n:23][cH:24][cH:25]1>>[CH3:1][O:2][c:3]1[cH:4][cH:5][c:6]([CH2:9][CH:10]([CH3:11])[NH:12][C:14]([CH3:13])=[O:15])[cH:7][cH:8]1.